Dataset: the Open Reaction Database (ORD), a public repository of structured organic reaction records. Task: describe an organic reaction: reactants, conditions, products, and yield As a reaction SMILES: [OH:1][CH2:2][C@@H:3]1[CH2:7][CH2:6][CH2:5][N:4]1[C:8]1[C:9]([C:22]2[CH:27]=[CH:26][CH:25]=[CH:24][CH:23]=2)=[N:10][C:11]2[C:16]([N:17]=1)=[CH:15][C:14]([C:18]([O:20]C)=[O:19])=[CH:13][CH:12]=2.[OH-].[Na+]>CO.O>[OH:1][CH2:2][C@@H:3]1[CH2:7][CH2:6][CH2:5][N:4]1[C:8]1[C:9]([C:22]2[CH:27]=[CH:26][CH:25]=[CH:24][CH:23]=2)=[N:10][C:11]2[C:16]([N:17]=1)=[CH:15][C:14]([C:18]([OH:20])=[O:19])=[CH:13][CH:12]=2 |f:1.2,3.4|. Run in CO.O (methanol H2O). Run at temperature 70 celsius, time 5 hour. Reactants: OC[C@H]1N(CCC1)C=1C(=NC2=CC=C(C=C2N1)C(=O)OC)C1=CC=CC=C1 ((S)-methyl 3-(2-(hydroxymethyl)pyrrolidin-1-yl)-2-phenylquinoxaline-6-carboxylate), [OH-].[Na+] (sodium hydroxide). Procedure: Into a 100-mL round-bottom flask, was placed a solution of (S)-methyl 3-(2-(hydroxymethyl)pyrrolidin-1-yl)-2-phenylquinoxaline-6-carboxylate (104 mg, 0.29 mmol, 1.00 equiv) and sodium hydroxide (57.3 mg, 1.43 mmol, 5.00 equiv) in methanol/H2O (20/5 mL). The reaction was stirred for 5 h at 70° C., concentrated to dryness, dissolved in 20 mL of H2O and washed with 10 mL EtOAc. The aqueous layer was adjusted pH to 7 with 1N HCl and extracted with DCM/MeOH (10/1, 20 mL×5). The organic layer was comb... Product: OC[C@H]1N(CCC1)C=1C(=NC2=CC=C(C=C2N1)C(=O)O)C1=CC=CC=C1 ((S)-3-(2-(hydroxymethyl)pyrrolidin-1-yl)-2-phenylquinoxaline-6-carboxylic acid). Reactants: ClC1=CC=C(C=C1)C1=NNC(C1)=O (3-(4-chlorophenyl)-4, 5-dihydropyrazol-5-one), C(C)OCC (diethyl ether), [H-].[Na+] (sodium hydride), BrCCC (1-bromopropane). Solvent: CN(C=O)C (dimethylformamide), O (water), CN(C=O)C (dimethylformamide). Reaction conditions: time 30 minute. Product: ClC1=CC=C(C=C1)C1=NN(C(C1)=O)CCC (3-(4-chlorophenyl)-l-propyl-4, 5-dihydropyrazol-5-one). The yield is 103.3%. As a reaction SMILES: [H-].[Na+].[Cl:3][C:4]1[CH:9]=[CH:8][C:7]([C:10]2[CH2:14][C:13](=[O:15])[NH:12][N:11]=2)=[CH:6][CH:5]=1.Br[CH2:17][CH2:18][CH3:19].C(OCC)C>CN(C)C=O.O>[Cl:3][C:4]1[CH:5]=[CH:6][C:7]([C:10]2[CH2:14][C:13](=[O:15])[N:12]([CH2:17][CH2:18][CH3:19])[N:11]=2)=[CH:8][CH:9]=1 |f:0.1|. Reported procedure: To a suspension of 0.22 g (5.5 mmol) of 60% oily sodium hydride in 10 ml of anhydrous dimethylformamide was added dropwise a solution of 1.0 g (4.5 mmol) of 3-(4-chlorophenyl)-4, 5-dihydropyrazol-5-one in dimethylformamide (5 ml) at 0° C. After 30 minutes of stirring at room temperature, 0.83 g (6.7 mmol) of 1-bromopropane was added dropwise and stirring was continued for another 2 hours. To the reaction solution was added 50 ml of diethyl ether and 50 ml of water, and vigorously agitated. The r... Starting materials: C(Cl)Cl (DCM), BrC=1C(=C(C2=C(N=C(S2)NC(=O)NCC)C1)Br)OC (1-(5,7-Dibromo-6-methoxy-1,3-benzothiazol-2-yl)-3-ethyl-urea), C([O-])([O-])=O.[Cs+].[Cs+] (cesium carbonate), BrC=1C(=C(C2=C(N=C(S2)NC(=O)NCC)C1)Br)OC (1-(5,7-Dibromo-6-methoxy-1,3-benzothiazol-2-yl)-3-ethyl-urea), CC1(CCN(CC1)C1=NC=C(C=N1)B1OC(C(O1)(C)C)(C)C)C(=O)OCC (ethyl 4-methyl-1-[5-(4,4,5,5-tetramethyl-1,3,2-dioxaborolan-2-yl)pyrimidin-2-yl]piperidine-4-carboxylate). The reagents and catalysts are C1=CC=C(C=C1)P([C-]2C=CC=C2)C3=CC=CC=C3.C1=CC=C(C=C1)P([C-]2C=CC=C2)C3=CC=CC=C3.Cl[Pd]Cl.[Fe+2] (PdCl2(dppf)). The solvent is O1CCOCC1 (dioxane), O (water). Reaction conditions: temperature 110 celsius. Product: BrC1=C(C(=CC=2N=C(SC21)NC(NCC)=O)C=2C=NC(=NC2)N2CCC(CC2)(C(=O)OCC)C)OC (Ethyl 1-[5-[7-bromo-2-(ethylcarbamoylamino)-6-methoxy-1,3-benzothiazol-5-yl]pyrimidin-2-yl]-4-methyl-piperidine-4-carboxylate). RXN SMILES: Br[C:2]1[C:3]([O:18][CH3:19])=[C:4]([Br:17])[C:5]2[S:9][C:8]([NH:10][C:11]([NH:13][CH2:14][CH3:15])=[O:12])=[N:7][C:6]=2[CH:16]=1.[CH3:20][C:21]1([C:42]([O:44][CH2:45][CH3:46])=[O:43])[CH2:26][CH2:25][N:24]([C:27]2[N:32]=[CH:31][C:30](B3OC(C)(C)C(C)(C)O3)=[CH:29][N:28]=2)[CH2:23][CH2:22]1.C(Cl)Cl.C(=O)([O-])[O-].[Cs+].[Cs+]>O1CCOCC1.O.C1C=CC(P(C2C=CC=CC=2)[C-]2C=CC=C2)=CC=1.C1C=CC(P(C2C=CC=CC=2)[C-]2C=CC=C2)=CC=1.Cl[Pd]Cl.[Fe+2]>[Br:17][C:4]1[C:5]2[S:9][C:8]([NH:10][C:11](=[O:12])[NH:13][CH2:14][CH3:15])=[N:7][C:6]=2[CH:16]=[C:2]([C:30]2[CH:29]=[N:28][C:27]([N:24]3[CH2:25][CH2:26][C:21]([CH3:20])([C:42]([O:44][CH2:45][CH3:46])=[O:43])[CH2:22][CH2:23]3)=[N:32][CH:31]=2)[C:3]=1[O:18][CH3:19] |f:3.4.5,8.9.10.11|. Procedure: 1-(5,7-Dibromo-6-methoxy-1,3-benzothiazol-2-yl)-3-ethyl-urea (Intermediate 14) (234 mg, 0.57 mmol), ethyl 4-methyl-1-[5-(4,4,5,5-tetramethyl-1,3,2-dioxaborolan-2-yl)pyrimidin-2-yl]piperidine-4-carboxylate (716 mg, 1.14 mmol, 60 mass %) and PdCl2(dppf).DCM (23 mg, 0.03 mmol) were dissolved in dioxane (7.5 mL) in a 10-20 mL microwave vial and a solution of cesium carbonate (559 mg, 1.72 mmol) in water (2.5 mL) was added. The vial was capped, the mixture degassed and heated in the microwave at 110°... Reaction SMILES: [Si:1]([O-:5])([O-:4])([O-:3])[O-:2].[Mg+2].[Mg+2].C(=O)([O-])[O-:9].[Na+:12].[Na+]>>[Si:1]([O-:5])([O-:4])([O-:3])[O-:2].[Na+:12].[Na+:12].[Na+:12].[Na+:12].[OH-:9].[Na+:12] |f:0.1.2,3.4.5,6.7.8.9.10,11.12|. Starting materials: [Si]([O-])([O-])([O-])[O-].[Mg+2].[Mg+2] (magnesium silicate), C([O-])([O-])=O.[Na+].[Na+] (sodium carbonate). Reported procedure: Accordingly, the process of the present invention comprises melting a mixture of finely divided a natural magnesium silicate and sodium carbonate, preferably, under slightly reducing conditions whereby a clear melt is obtained which upon quenching and dissolving with water provides a solution of sodium silicate and sodium hydroxide which is recovered after separation from the insoluble fraction comprising predominantly magnesium oxide. Product: [Si]([O-])([O-])([O-])[O-].[Na+].[Na+].[Na+].[Na+] (sodium silicate), [OH-].[Na+] (sodium hydroxide). Starting materials: C1CCOC1, CN1CCN(c2cc(N)ncn2)CC1, N#Cc1cnc(Cl)s1, [H-], [Na+]. The product is CN1CCN(c2cc(Nc3ncc(C#N)s3)ncn2)CC1. As a reaction SMILES: [CH2:25]1[O:26][CH2:27][CH2:28][CH2:29]1.[CH3:1][N:2]1[CH2:3][CH2:4][N:5]([c:8]2[cH:9][c:10]([NH2:14])[n:11][cH:12][n:13]2)[CH2:6][CH2:7]1.[Cl:17][c:18]1[s:19][c:20]([C:23]#[N:24])[cH:21][n:22]1.[H-:15].[Na+:16]>>[CH3:1][N:2]1[CH2:3][CH2:4][N:5]([c:8]2[cH:9][c:10]([NH:14][c:18]3[s:19][c:20]([C:23]#[N:24])[cH:21][n:22]3)[n:11][cH:12][n:13]2)[CH2:6][CH2:7]1. Reactants: O=C(O)c1ccc(Cl)cc1NS(=O)(=O)c1cccc2nccnc12, Cl, NC(c1ccc(F)cc1F)C(F)(F)F. Product: O=C(NC(c1ccc(F)cc1F)C(F)(F)F)c1ccc(Cl)cc1NS(=O)(=O)c1cccc2nccnc12. RXN SMILES: [Cl:1][c:2]1[cH:3][c:4]([NH:11][S:12](=[O:13])(=[O:14])[c:15]2[c:16]3[n:17][cH:18][cH:19][n:20][c:21]3[cH:22][cH:23][cH:24]2)[c:5]([C:6](=[O:7])[OH:8])[cH:9][cH:10]1.[ClH:25].[F:26][c:27]1[c:28]([CH:34]([C:35]([F:36])([F:37])[F:38])[NH2:39])[cH:29][cH:30][c:31]([F:33])[cH:32]1>>[Cl:1][c:2]1[cH:3][c:4]([NH:11][S:12](=[O:13])(=[O:14])[c:15]2[c:16]3[n:17][cH:18][cH:19][n:20][c:21]3[cH:22][cH:23][cH:24]2)[c:5]([C:6](=[O:7])[NH:39][CH:34]([c:28]2[c:27]([F:26])[cH:32][c:31]([F:33])[cH:30][cH:29]2)[C:35]([F:36])([F:37])[F:38])[cH:9][cH:10]1. Starting materials: C1=NC=CC2=C(C=CC=C12)S(=O)(=O)OC=1C=C(OCCCON)C=C(C1)C (3-[3-(5-isoquinolinylsulfonyloxy)-5-methylphenoxy]propoxyamine), Cl.N1N=C(C=C1)C(=N)N (1H-pyrazole-carboxamidine hydrochloride). Solvent: CN(C=O)C (N,N-dimethylformamide). Run at time 2 day. Product: Cl.C1=NC=CC2=C(C=CC=C12)S(=O)(=O)OC=1C=C(OCCCONC(=N)N)C=C(C1)C (3-[3-(5-Isoquinolinylsulfonyloxy)-5-methylphenoxy]propoxyguanidine hydrochloride). Isolated yield 81.4%. Reaction SMILES: [CH:1]1[C:10]2[C:5](=[C:6]([S:11]([O:14][C:15]3[CH:16]=[C:17]([CH:24]=[C:25]([CH3:27])[CH:26]=3)[O:18][CH2:19][CH2:20][CH2:21][O:22][NH2:23])(=[O:13])=[O:12])[CH:7]=[CH:8][CH:9]=2)[CH:4]=[CH:3][N:2]=1.[ClH:28].N1C=CC([C:34]([NH2:36])=[NH:35])=N1>CN(C)C=O>[ClH:28].[CH:1]1[C:10]2[C:5](=[C:6]([S:11]([O:14][C:15]3[CH:16]=[C:17]([CH:24]=[C:25]([CH3:27])[CH:26]=3)[O:18][CH2:19][CH2:20][CH2:21][O:22][NH:23][C:34]([NH2:36])=[NH:35])(=[O:13])=[O:12])[CH:7]=[CH:8][CH:9]=2)[CH:4]=[CH:3][N:2]=1 |f:1.2,4.5|. Reported procedure: To a solution of 3-[3-(5-isoquinolinylsulfonyloxy)-5-methylphenoxy]propoxyamine (100 mg, 0.25 mmol), as prepared in the preceding step, in N,N-dimethylformamide (4 mL) was added 1H-pyrazole-carboxamidine hydrochloride (150 mg, 1.0 mmol). The reaction mixture was stirred at ambient temperature for two days. N,N-Dimethylformamide was removed under high vacuum. Acetonitrile (5 mL) was added and the solid was removed by filtration. The filtrate was concentrated in vacuo and the residue was dried und...